Dataset: the Open Reaction Database (ORD), a public repository of structured organic reaction records. Task: describe an organic reaction: reactants, conditions, products, and yield RXN SMILES: [C:1](=[O:2])([CH3:3])[O:4][CH:5]([C:6](=[O:7])[N:8]1[CH2:9][CH2:10][CH:11]([CH2:14][CH2:15][n:16]2[c:17]([S:26][c:27]3[cH:28][c:29]4[c:30]([cH:34][c:35]3[N:36]([CH3:37])[CH3:38])[O:31][CH2:32][O:33]4)[n:18][c:19]3[c:20]([NH2:25])[n:21][cH:22][cH:23][c:24]23)[CH2:12][CH2:13]1)[CH3:39].[CH3:46][OH:47].[K+:40].[K+:41].[O-:42][C:43]([O-:44])=[O:45]>>[OH:4][CH:5]([C:6](=[O:7])[N:8]1[CH2:9][CH2:10][CH:11]([CH2:14][CH2:15][n:16]2[c:17]([S:26][c:27]3[cH:28][c:29]4[c:30]([cH:34][c:35]3[N:36]([CH3:37])[CH3:38])[O:31][CH2:32][O:33]4)[n:18][c:19]3[c:20]([NH2:25])[n:21][cH:22][cH:23][c:24]23)[CH2:12][CH2:13]1)[CH3:39]. Yields the product CC(O)C(=O)N1CCC(CCn2c(Sc3cc4c(cc3N(C)C)OCO4)nc3c(N)nccc32)CC1. Starting materials: CC(=O)OC(C)C(=O)N1CCC(CCn2c(Sc3cc4c(cc3N(C)C)OCO4)nc3c(N)nccc32)CC1, CO, [K+], [K+], O=C([O-])[O-]. Starting materials: C(C)(=O)NC1=C(C(=O)C2=C(C=C(C=C2OC)OC)OC)C=C(C=C1)Cl (2-acetylamino-5-chloro-2',4',6'-trimethoxybenzophenone), Cl (hydrochloric acid). The solvent is C(C)O (ethanol). Product: NC1=C(C(=O)C2=C(C=C(C=C2OC)OC)OC)C=C(C=C1)Cl (2-amino-5-chloro-2',4',-6'-trimethoxybenzophenone). The yield is 90.2%. Reaction SMILES: C([NH:4][C:5]1[CH:24]=[CH:23][C:22]([Cl:25])=[CH:21][C:6]=1[C:7]([C:9]1[C:14]([O:15][CH3:16])=[CH:13][C:12]([O:17][CH3:18])=[CH:11][C:10]=1[O:19][CH3:20])=[O:8])(=O)C.Cl>C(O)C>[NH2:4][C:5]1[CH:24]=[CH:23][C:22]([Cl:25])=[CH:21][C:6]=1[C:7]([C:9]1[C:14]([O:15][CH3:16])=[CH:13][C:12]([O:17][CH3:18])=[CH:11][C:10]=1[O:19][CH3:20])=[O:8]. Reported procedure: A mixture of 4.7 g of 2-acetylamino-5-chloro-2',4',6'-trimethoxybenzophenone, 50 ml of 6N hydrochloric acid and 50 ml of ethanol was refluxed for 1 hour while heating. After the solvent was distilled off, the residue was basefied with an aqueous solution of sodium hydrogen carbonate and then extracted with ethyl acetate. After the extract was washed with water and dried, the solvent was removed, and the residue was subjected to silica gel column chromatography to yield 3.75 g of a crystal. The reactants are CC(C)=O, CSc1cc(-n2ccccc2=O)ccc1-n1cnc(CNC(=O)c2ccc(Cl)s2)c1, O=C(OO)c1cccc(Cl)c1. Product: CS(=O)c1cc(-n2ccccc2=O)ccc1-n1cnc(CNC(=O)c2ccc(Cl)s2)c1. RXN SMILES: [CH3:42][C:43](=[O:44])[CH3:45].[Cl:1][c:2]1[cH:3][cH:4][c:5]([C:7](=[O:8])[NH:9][CH2:10][c:11]2[n:12][cH:13][n:14](-[c:16]3[c:17]([S:29][CH3:30])[cH:18][c:19](-[n:22]4[c:23](=[O:28])[cH:24][cH:25][cH:26][cH:27]4)[cH:20][cH:21]3)[cH:15]2)[s:6]1.[OH:31][O:32][C:33]([c:34]1[cH:35][c:36]([Cl:37])[cH:38][cH:39][cH:40]1)=[O:41]>>[Cl:1][c:2]1[cH:3][cH:4][c:5]([C:7](=[O:8])[NH:9][CH2:10][c:11]2[n:12][cH:13][n:14](-[c:16]3[c:17]([S:29]([CH3:30])=[O:31])[cH:18][c:19](-[n:22]4[c:23](=[O:28])[cH:24][cH:25][cH:26][cH:27]4)[cH:20][cH:21]3)[cH:15]2)[s:6]1.